Dataset: the Open Reaction Database (ORD), a public repository of structured organic reaction records. Task: describe an organic reaction: reactants, conditions, products, and yield Reactants: ClCCl, O=C1Nc2cccnc2Nc2ccccc21. Product: ClC1=Nc2cccnc2Nc2ccccc21. As a reaction SMILES: [Cl:17][CH2:18][Cl:19].[n:1]1[cH:2][cH:3][cH:4][c:5]2[c:11]1[NH:10][c:9]1[c:8]([cH:15][cH:14][cH:13][cH:12]1)[C:7](=[O:16])[NH:6]2>>[n:1]1[cH:2][cH:3][cH:4][c:5]2[c:11]1[NH:10][c:9]1[c:8]([cH:15][cH:14][cH:13][cH:12]1)[C:7]([Cl:17])=[N:6]2. The reactants are COC(C(CC1=CC(=C(C=C1)OCCCBr)OC)OC)=O (3-[4-(3-Bromo-propoxy)-3-methoxy-phenyl]-2-methoxy-propionic acid methyl ester), COC(=O)C1=CC=C(C=C1)C1=CC=C(C=C1)O (4′-hydroxy-biphenyl-4-carboxylic acid methyl ester). The product is COC(=O)C1=CC=C(C=C1)C1=CC=C(C=C1)OCCCOC1=C(C=C(C=C1)C[C@@H](C(=O)OC)OC)OC ((2S)-4′-{3-[2-Methoxy-4-(2-methoxy-2-methoxycarbonyl-ethyl)-phenoxy]-propoxy}-biphenyl-4-carboxylic acid methyl ester). Reaction SMILES: [CH3:1][O:2][C:3](=[O:21])[CH:4]([O:19][CH3:20])[CH2:5][C:6]1[CH:11]=[CH:10][C:9]([O:12][CH2:13][CH2:14][CH2:15]Br)=[C:8]([O:17][CH3:18])[CH:7]=1.[CH3:22][O:23][C:24]([C:26]1[CH:31]=[CH:30][C:29]([C:32]2[CH:37]=[CH:36][C:35]([OH:38])=[CH:34][CH:33]=2)=[CH:28][CH:27]=1)=[O:25]>>[CH3:22][O:23][C:24]([C:26]1[CH:31]=[CH:30][C:29]([C:32]2[CH:37]=[CH:36][C:35]([O:38][CH2:15][CH2:14][CH2:13][O:12][C:9]3[CH:10]=[CH:11][C:6]([CH2:5][C@H:4]([O:19][CH3:20])[C:3]([O:2][CH3:1])=[O:21])=[CH:7][C:8]=3[O:17][CH3:18])=[CH:34][CH:33]=2)=[CH:28][CH:27]=1)=[O:25]. Procedure details: 3-[4-(3-Bromo-propoxy)-3-methoxy-phenyl]-2-methoxy-propionic acid methyl ester (Step A) and 4′-hydroxy-biphenyl-4-carboxylic acid methyl ester (Example 197, Step A) were treated under Mitsunobu standard condition B. The crude was purified by chromatography on silica gel (hexanes/ethyl acetate 7:3) to afford the title compound. Reactants: O=C1CCCCCCCCCCC1, C1COCCN1. The product is C1=C(N2CCOCC2)CCCCCCCCCC1. As a reaction SMILES: [C:1]1(=[O:13])[CH2:2][CH2:3][CH2:4][CH2:5][CH2:6][CH2:7][CH2:8][CH2:9][CH2:10][CH2:11][CH2:12]1.[CH2:14]1[CH2:15][O:16][CH2:17][CH2:18][NH:19]1>>[C:1]1([N:19]2[CH2:14][CH2:15][O:16][CH2:17][CH2:18]2)=[CH:2][CH2:3][CH2:4][CH2:5][CH2:6][CH2:7][CH2:8][CH2:9][CH2:10][CH2:11][CH2:12]1. Starting materials: O (water), [H-].[Na+] (NaH), [H-].[Na+] (NaH), [Na].COC(=N)C1=NC=CC(=C1)C1=NC(=C(C(=N1)NS(=O)(=O)C1=NC=C(C=C1)C(C)C)OC1=C(C=CC=C1)OC)OC (4-[4-(5-isopropyl-pyridine-2-sulfonylamino)-6-methoxy-5-(2-methoxy-phenoxy)-pyrimidin-2-yl]-pyridine-2-carboximidic acid methyl ester sodium salt). The solvent is CN(C)C=O (DMF). Conditions: temperature 0 celsius. Yields the product C(#N)C1=NC=CC(=C1)C1=NC(=C(C(=N1)NS(=O)(=O)C1=NC=C(C=C1)C(C)C)OC1=C(C=CC=C1)OC)OC (5-isopropyl-pyridine-2-sulfonic acid [2-(2-cyano-pyridin-4-yl)-6-methoxy-5-(2-methoxy-phenoxy)-pyrimidin-4-yl]-amide). As a reaction SMILES: [Na].CO[C:4]([C:6]1[CH:11]=[C:10]([C:12]2[N:17]=[C:16]([NH:18][S:19]([C:22]3[CH:27]=[CH:26][C:25]([CH:28]([CH3:30])[CH3:29])=[CH:24][N:23]=3)(=[O:21])=[O:20])[C:15]([O:31][C:32]3[CH:37]=[CH:36][CH:35]=[CH:34][C:33]=3[O:38][CH3:39])=[C:14]([O:40][CH3:41])[N:13]=2)[CH:9]=[CH:8][N:7]=1)=[NH:5].[H-].[Na+].O>CN(C=O)C>[C:4]([C:6]1[CH:11]=[C:10]([C:12]2[N:17]=[C:16]([NH:18][S:19]([C:22]3[CH:27]=[CH:26][C:25]([CH:28]([CH3:30])[CH3:29])=[CH:24][N:23]=3)(=[O:21])=[O:20])[C:15]([O:31][C:32]3[CH:37]=[CH:36][CH:35]=[CH:34][C:33]=3[O:38][CH3:39])=[C:14]([O:40][CH3:41])[N:13]=2)[CH:9]=[CH:8][N:7]=1)#[N:5] |f:0.1,2.3,^1:0|. Procedure: To a solution of 2.93 g of 4-[4-(5-isopropyl-pyridine-2-sulfonylamino)-6-methoxy-5-(2-methoxy-phenoxy)-pyrimidin-2-yl]-pyridine-2-carboximidic acid methyl ester sodium salt in DMF (60 ml) was added under ice cooling NaH (0.8 g of a 60% NaH suspension in oil). The mixture was stirred for 1,5 h at 0° C. The mixture was poured into water, the pH adjusted to pH=6 and the product extracted into EtOAc. The organic layer was washed with water, dried over Na2SO4 and the solvent removed in vacuo. The res... The reactants are C(=O)C=1C=C(C=CC1)C1=CC=C(C=C1)C(=O)OC (methyl 3′-formylbiphenyl-4-carboxylate), C(OC)([O-])[O-] (methyl orthoformate), FC(COC1=NC=C(C=C1)C(=O)NCCOC1=CC=C(C=C1)CC(C(=O)O)OC1=CC=C(C=C1)C(C)C)(C(F)F)F (3-[4-[2-[2-(2,2,3,3-tetrafluoropropoxy)pyridine-5-carbonylamino]ethoxy]phenyl]-2-(4-isopropylphenoxy)propionic acid). The product is COC(C=1C=C(C=CC1)C1=CC=C(C=C1)C(=O)OC)OC (Methyl 3′-dimethoxymethylbiphenyl-4-carboxylate). As a reaction SMILES: [CH:1]([C:3]1[CH:4]=[C:5]([C:9]2[CH:14]=[CH:13][C:12]([C:15]([O:17][CH3:18])=[O:16])=[CH:11][CH:10]=2)[CH:6]=[CH:7][CH:8]=1)=[O:2].[CH:19]([O-])([O-])[O:20]C.F[C:25](F)(C(F)F)COC1C=CC(C(NCCOC2C=CC(CC(OC3C=CC(C(C)C)=CC=3)C(O)=O)=CC=2)=O)=CN=1>>[CH3:25][O:2][CH:1]([O:20][CH3:19])[C:3]1[CH:4]=[C:5]([C:9]2[CH:14]=[CH:13][C:12]([C:15]([O:17][CH3:18])=[O:16])=[CH:11][CH:10]=2)[CH:6]=[CH:7][CH:8]=1. Reported procedure: In a similar manner to that described in Example 11(a), a reaction was carried out using methyl 3′-formylbiphenyl-4-carboxylate (1.60 g), which is the product of Reference example 14(a), methyl orthoformate (3.64 ml) and amberlyst 15 (160 mg) and the reaction mixture was treated to afford the desired compound (1.91 g) as a syrup. Reactants: BrC1=C(C=C(C=C1F)S(=O)(=O)Cl)F (4-bromo-3,5-difluorobenzene-1-sulfonyl chloride), C(C(C)C)NC1=C(C=C(C=C1)C)C (N-isobutyl-2,4-dimethylaniline). Run in N1=CC=CC=C1 (pyridine). Run at temperature 20 celsius, time 2 hour. Yields the product BrC1=C(C=C(C=C1F)S(=O)(=O)N(CC(C)C)C1=C(C=C(C=C1)C)C)F (4-bromo-N-(2,4-dimethylphenyl)-3,5-difluoro-N-isobutylbenzenesulfonamide). RXN SMILES: [Br:1][C:2]1[C:7]([F:8])=[CH:6][C:5]([S:9](Cl)(=[O:11])=[O:10])=[CH:4][C:3]=1[F:13].[CH2:14]([NH:18][C:19]1[CH:24]=[CH:23][C:22]([CH3:25])=[CH:21][C:20]=1[CH3:26])[CH:15]([CH3:17])[CH3:16]>N1C=CC=CC=1>[Br:1][C:2]1[C:7]([F:8])=[CH:6][C:5]([S:9]([N:18]([C:19]2[CH:24]=[CH:23][C:22]([CH3:25])=[CH:21][C:20]=2[CH3:26])[CH2:14][CH:15]([CH3:17])[CH3:16])(=[O:11])=[O:10])=[CH:4][C:3]=1[F:13]. Reported procedure: To a solution of 4-bromo-3,5-difluorobenzene-1-sulfonyl chloride (1462 mg, 5.02 mmol) in pyridine (10 mL) at 20° C. was added N-isobutyl-2,4-dimethylaniline (889 mg, 5.01 mmol) and the reaction mixture was stirred at 20° C. for 2 hours. The reaction mixture was then evaporated in vacuo and redissolved in ethyl acetate. The organic phase was washed with saturated sodium carbonate (25 mL), dried using a hydrophobic frit and evaporated in vacuo to give the required product as a yellow oil, 2.06 g. ... Starting materials: [Br-], CC#N, CCOCC, Cc1cc([N+](=O)[O-])cnc1Cl, [F-], [K+], c1ccc([P+](c2ccccc2)(c2ccccc2)c2ccccc2)cc1. The product is Cc1cc([N+](=O)[O-])cnc1F. Reaction SMILES: [Br-:14].[CH3:40][C:41]#[N:42].[CH3:43][CH2:44][O:45][CH2:46][CH3:47].[Cl:1][c:2]1[n:3][cH:4][c:5]([N+:9](=[O:10])[O-:11])[cH:6][c:7]1[CH3:8].[F-:12].[K+:13].[c:15]1([P+:16]([c:17]2[cH:18][cH:19][cH:20][cH:21][cH:22]2)([c:23]2[cH:24][cH:25][cH:26][cH:27][cH:28]2)[c:29]2[cH:30][cH:31][cH:32][cH:33][cH:34]2)[cH:35][cH:36][cH:37][cH:38][cH:39]1>>[c:2]1([F:12])[n:3][cH:4][c:5]([N+:9](=[O:10])[O-:11])[cH:6][c:7]1[CH3:8].